From a dataset of the Open Reaction Database (ORD), a public repository of structured organic reaction records. describe an organic reaction: reactants, conditions, products, and yield Starting materials: FC(C=1C=C(C=C(C1)C(F)(F)F)C(C(=O)N(C)C=1C(=NC(=NC1)S(=O)(=O)C)OC1=C(C=CC=C1)C)(C)C)(F)F (2-(3,5-bis-trifluoromethyl-phenyl)-N-(2-methanesulfonyl-4-o-tolyloxy-pyrimidin-5-yl)-N-methyl-isobutyramide), O1CCOCC1 (dioxane). Conditions: time 16 hour. Yields the product FC(C=1C=C(C=C(C1)C(F)(F)F)C(C(=O)N(C=1C(=NC(=NC1)N1CCN(CC1)C)OC1=C(C=CC=C1)C)C)(C)C)(F)F (2-(3,5-bis-trifluoromethyl-phenyl)-N-methyl-N-[2-(4-methyl-piperazin-1-yl)-4-o-tolyloxy-pyrimidin-5-yl]-isobutyramide). Isolated yield 97.2%. RXN SMILES: [F:1][C:2]([F:39])([F:38])[C:3]1[CH:4]=[C:5]([C:13]([CH3:37])([CH3:36])[C:14]([N:16]([C:18]2[C:19]([O:28][C:29]3[CH:34]=[CH:33][CH:32]=[CH:31][C:30]=3[CH3:35])=[N:20][C:21](S(C)(=O)=O)=[N:22][CH:23]=2)[CH3:17])=[O:15])[CH:6]=[C:7]([C:9]([F:12])([F:11])[F:10])[CH:8]=1.O1[CH2:45][CH2:44]OCC1>>[F:1][C:2]([F:39])([F:38])[C:3]1[CH:4]=[C:5]([C:13]([CH3:37])([CH3:36])[C:14]([N:16]([CH3:17])[C:18]2[C:19]([O:28][C:29]3[CH:34]=[CH:33][CH:32]=[CH:31][C:30]=3[CH3:35])=[N:20][C:21]([N:22]3[CH2:45][CH2:44][N:16]([CH3:14])[CH2:18][CH2:23]3)=[N:22][CH:23]=2)=[O:15])[CH:6]=[C:7]([C:9]([F:12])([F:11])[F:10])[CH:8]=1. Procedure: To a solution of 0.22 g (0.38 mmol) 2-(3,5-bis-trifluoromethyl-phenyl)-N-(2-methanesulfonyl-4-o-tolyloxy-pyrimidin-5-yl)-N-methyl-isobutyramide in 10 ml dioxane 0.106 ml (0.96 mmol) I-methylpiperazine was added. The reaction mixture was stirred for 16 hrs. After evaporation of the solvent, the residue was distributed between 50 ml CH2Cl2 and 50 ml sat. NaHCO3-solution. The aqueous layer was extracted with 50 ml CH2Cl2, the combined organic layers dried (MgSO4), filtered and evaporated. The resid... Reactants: FC=1C=C(C=C(C1)F)[C@@H]1CNC2(CCCC2)C(N1CC(=O)OCC)=O (Ethyl [(8R)-8-(3,5-difluorophenyl)-10-oxo-6,9-diazaspiro[4.5]dec-9-yl]acetate), [Li+].[OH-] (LiOH), Cl (HCl). Solvent: C1CCOC1 (THF), O (H2O). Conditions: time 1 hour. Yields the product FC=1C=C(C=C(C1)F)[C@@H]1CNC2(CCCC2)C(N1CC(=O)[O-])=O.[Li+] (Lithium [(8R)-8-(3,5-difluorophenyl)-10-oxo-6,9-diazaspiro[4.5]dec-9-yl]acetate). Reaction SMILES: [F:1][C:2]1[CH:3]=[C:4]([C@H:9]2[N:18]([CH2:19][C:20]([O:22]CC)=[O:21])[C:17](=[O:25])[C:12]3([CH2:16][CH2:15][CH2:14][CH2:13]3)[NH:11][CH2:10]2)[CH:5]=[C:6]([F:8])[CH:7]=1.[Li+:26].[OH-].Cl>C1COCC1.O>[F:1][C:2]1[CH:3]=[C:4]([C@H:9]2[N:18]([CH2:19][C:20]([O-:22])=[O:21])[C:17](=[O:25])[C:12]3([CH2:16][CH2:15][CH2:14][CH2:13]3)[NH:11][CH2:10]2)[CH:5]=[C:6]([F:8])[CH:7]=1.[Li+:26] |f:1.2,6.7|. Procedure: To a solution of ethyl [(8R)-8-(3,5-difluorophenyl)-10-oxo-6,9-diazaspiro[4.5]dec-9-yl]acetate from Step C (90 mg, 0.26 mmol) in THF (3 mL) and H2O (1 mL) was added 1 N aqueous LiOH (0.31 mL, 0.31 mmol) and the resulting mixture was stirred at ambient temperature for 1 h. The mixture was adjusted to pH 6 by addition of 1 N HCl and concentrated to dryness in vacuo to give the title compound. MS: m/z=325 (M+1). Starting materials: ClC=1C=C2C(CN(CC2=C(C1)Cl)C)C=1C=C(C=CC1)N (3-(6,8-Dichloro-2-methyl-1,2,3,4-tetrahydro-isoquinolin-4-yl)-phenylamine), CS(=O)(=O)Cl (methanesulfonyl chloride). Yields the product Cl.ClC=1C=C2C(CN(CC2=C(C1)Cl)C)C=1C=C(C=CC1)NS(=O)(=O)C (N-[3-(6,8-Dichloro-2-methyl-1,2,3,4-tetrahydro-isoquinolin-4-yl)-phenyl]-methanesulfonamide, Hydrochloride). Reaction SMILES: [Cl:1][C:2]1[CH:3]=[C:4]2[C:9](=[C:10]([Cl:12])[CH:11]=1)[CH2:8][N:7]([CH3:13])[CH2:6][CH:5]2[C:14]1[CH:15]=[C:16]([NH2:20])[CH:17]=[CH:18][CH:19]=1.[CH3:21][S:22](Cl)(=[O:24])=[O:23]>>[ClH:1].[Cl:1][C:2]1[CH:3]=[C:4]2[C:9](=[C:10]([Cl:12])[CH:11]=1)[CH2:8][N:7]([CH3:13])[CH2:6][CH:5]2[C:14]1[CH:15]=[C:16]([NH:20][S:22]([CH3:21])(=[O:24])=[O:23])[CH:17]=[CH:18][CH:19]=1 |f:2.3|. Reported procedure: The process is analogous to the method described in example 82, starting from the compound of example 35 and methanesulfonyl chloride.